Dataset: the Open Reaction Database (ORD), a public repository of structured organic reaction records. Task: describe an organic reaction: reactants, conditions, products, and yield The reactants are Cn1c(C2CCCC2)nc(-c2nc(Cc3ccc(F)cc3)no2)c(OCc2ccccc2)c1=O, O=C(O)C(F)(F)F. The product is Cn1c(C2CCCC2)nc(-c2nc(Cc3ccc(F)cc3)no2)c(O)c1=O. RXN SMILES: [CH2:1]([c:2]1[cH:3][cH:4][cH:5][cH:6][cH:7]1)[O:8][c:9]1[c:10](=[O:34])[n:11]([CH3:33])[c:12]([CH:28]2[CH2:29][CH2:30][CH2:31][CH2:32]2)[n:13][c:14]1-[c:15]1[n:16][c:17]([CH2:20][c:21]2[cH:22][cH:23][c:24]([F:27])[cH:25][cH:26]2)[n:18][o:19]1.[F:35][C:36]([F:37])([F:38])[C:39]([OH:40])=[O:41]>>[OH:8][c:9]1[c:10](=[O:34])[n:11]([CH3:33])[c:12]([CH:28]2[CH2:29][CH2:30][CH2:31][CH2:32]2)[n:13][c:14]1-[c:15]1[n:16][c:17]([CH2:20][c:21]2[cH:22][cH:23][c:24]([F:27])[cH:25][cH:26]2)[n:18][o:19]1.